Dataset: the Open Reaction Database (ORD), a public repository of structured organic reaction records. Task: describe an organic reaction: reactants, conditions, products, and yield The reactants are C(C1=CC=CC=C1)NC=1C=C(C=CC1)C1=NN(C2=NC(=NC=C21)NCCN2CCOCC2)COCC[Si](C)(C)C ([3-(3-benzylamino-phenyl)-1-(2-trimethylsilanyl-ethoxymethyl)-1H-pyrazolo[3,4-d]pyrimidin-6-yl]-(2-morpholin-4-yl-ethyl)-amine), N1(CCOCC1)CCNC1=NC=C2C(=N1)N(N=C2C2=CC=CC=C2)COCC[Si](C)(C)C ((2-morpholin-4-yl-ethyl)-[3-phenyl-1-(2-trimethylsilanyl-ethoxymethyl)-1H-pyrazolo[3,4-d]pyrimidin-6-yl]-amine), C(=O)(C(F)(F)F)O (TFA). The solvent is ClCCl (dichloromethane). Reaction conditions: time 3 hour. Yields the product C(C1=CC=CC=C1)NC=1C=C(C=CC1)C1=NNC2=NC(=NC=C21)NCCN2CCOCC2 ([3-(3-benzylamino-phenyl)-1H-pyrazolo[3,4-d]pyrimidin-6-yl]-(2-morpholin-4-yl-ethyl)-amine). Reaction SMILES: [CH2:1]([NH:8][C:9]1[CH:10]=[C:11]([C:15]2[C:23]3[C:18](=[N:19][C:20]([NH:24][CH2:25][CH2:26][N:27]4[CH2:32][CH2:31][O:30][CH2:29][CH2:28]4)=[N:21][CH:22]=3)[N:17](COCC[Si](C)(C)C)[N:16]=2)[CH:12]=[CH:13][CH:14]=1)[C:2]1[CH:7]=[CH:6][CH:5]=[CH:4][CH:3]=1.N1(CCNC2N=C3N(COCC[Si](C)(C)C)N=C(C4C=CC=CC=4)C3=CN=2)CCOCC1.C(O)(C(F)(F)F)=O>ClCCl>[CH2:1]([NH:8][C:9]1[CH:10]=[C:11]([C:15]2[C:23]3[C:18](=[N:19][C:20]([NH:24][CH2:25][CH2:26][N:27]4[CH2:28][CH2:29][O:30][CH2:31][CH2:32]4)=[N:21][CH:22]=3)[NH:17][N:16]=2)[CH:12]=[CH:13][CH:14]=1)[C:2]1[CH:7]=[CH:6][CH:5]=[CH:4][CH:3]=1. Procedure: To a stirred solution of a mixture of [3-(3-benzylamino-phenyl)-1-(2-trimethylsilanyl-ethoxymethyl)-1H-pyrazolo[3,4-d]pyrimidin-6-yl]-(2-morpholin-4-yl-ethyl)-amine and (2-morpholin-4-yl-ethyl)-[3-phenyl-1-(2-trimethylsilanyl-ethoxymethyl)-1H-pyrazolo[3,4-d]pyrimidin-6-yl]-amine (210 mg, crude) in dichloromethane (5 mL) was added TFA (5 mL) at room temperature. The resulting mixture was stirred for another three hours at this temperature. The solvent was evaporated under reduced pressure and the... The reactants are C(C1=CC=CC=C1)OC[C@H](CCC=C)N1C(C=2C(C1=O)=CC=CC2)=O (1-benzyloxy-2-(S)-phthalimido-5-hexene), O.NN (hydrazine hydrate). Solvent: CCO (EtOH). Yields the product N[C@H](COCC1=CC=CC=C1)CCC=C (2-(S)-amino-1-benzyloxy-5-hexene). Isolated yield 0.1%. Reaction SMILES: [CH2:1]([O:8][CH2:9][C@@H:10]([N:15]1C(=O)C2=CC=CC=C2C1=O)[CH2:11][CH2:12][CH:13]=[CH2:14])[C:2]1[CH:7]=[CH:6][CH:5]=[CH:4][CH:3]=1.O.NN>CCO>[NH2:15][C@@H:10]([CH2:11][CH2:12][CH:13]=[CH2:14])[CH2:9][O:8][CH2:1][C:2]1[CH:7]=[CH:6][CH:5]=[CH:4][CH:3]=1 |f:1.2|. Procedure: To a stirred solution of 1-benzyloxy-2-(S)-phthalimido-5-hexene (2.95 g, 8.80 mmol) in EtOH (30 ml) was added hydrazine hydrate (80% in water, 460 ml, 11.4 mmol) at rt, and the resulting mixture was heated under reflux for 7.5 h with stirring. The solution was filtered, and the filtrate was concentrated in vacuo. The residue was poured into aq.NaHCO3 and extracted with CHCl3. The organic layer was dried over anhydrous Na2SO4, then concentrated in vacuo to give 2-(S)-amino-1-benzyloxy-5-hexene (1...